From a dataset of the Open Reaction Database (ORD), a public repository of structured organic reaction records. describe an organic reaction: reactants, conditions, products, and yield Reactants: FC1=CC=C(C=C1)C(CCCNC=1C2=CC=CC=C2N=C2CCCC(C12)=O)C1=CC=C(C=C1)F (3,4-dihydro-9-[4,4-bis(4-fluorophenyl)butylamino]acridin-1(2H)-one), solution, [H-].[Al+3].[Li+].[H-].[H-].[H-] (lithium aluminum hydride). The solvent is O1CCCC1 (tetrahydrofuran), O1CCCC1 (tetrahydrofuran). Conditions: time 0.5 hour. The product is FC1=CC=C(C=C1)C(CCCNC=1C2=CC=CC=C2N=C2CCCC(C12)O)C1=CC=C(C=C1)F (9-[4,4-Bis(4-fluorophenyl)butylamino]-1,2,3,4-tetrahydroacridin-1-ol). RXN SMILES: [F:1][C:2]1[CH:7]=[CH:6][C:5]([CH:8]([C:28]2[CH:33]=[CH:32][C:31]([F:34])=[CH:30][CH:29]=2)[CH2:9][CH2:10][CH2:11][NH:12][C:13]2[C:14]3[C:19]([N:20]=[C:21]4[C:26]=2[C:25](=[O:27])[CH2:24][CH2:23][CH2:22]4)=[CH:18][CH:17]=[CH:16][CH:15]=3)=[CH:4][CH:3]=1.[H-].[Al+3].[Li+].[H-].[H-].[H-]>O1CCCC1>[F:34][C:31]1[CH:30]=[CH:29][C:28]([CH:8]([C:5]2[CH:6]=[CH:7][C:2]([F:1])=[CH:3][CH:4]=2)[CH2:9][CH2:10][CH2:11][NH:12][C:13]2[C:14]3[C:19]([N:20]=[C:21]4[C:26]=2[CH:25]([OH:27])[CH2:24][CH2:23][CH2:22]4)=[CH:18][CH:17]=[CH:16][CH:15]=3)=[CH:33][CH:32]=1 |f:1.2.3.4.5.6|. Procedure details: To a cooled solution of 4.2 g of 3,4-dihydro-9-[4,4-bis(4-fluorophenyl)butylamino]acridin-1(2H)-one in tetrahydrofuran was added 5 ml of 1M solution of lithium aluminum hydride in tetrahydrofuran. This was stirred for 0.5 hours at ice bath temperature. Reactants: C(C=O)(=O)O (glyoxylic acid), CC(CC)=O (2-butanone), C3, C1, C2, C4. Solvent: P(O)(O)(O)=O (orthophosphoric acid). Yields the product CC(=CC(=O)O)C(C)=O (3-Methyl-4-oxo-2-pentenoic acid). RXN SMILES: [C:1]([OH:5])(=[O:4])[CH:2]=O.[CH3:6][C:7](=[O:10])[CH2:8][CH3:9]>P(=O)(O)(O)O>[CH3:9][C:8]([C:7](=[O:10])[CH3:6])=[CH:2][C:1]([OH:5])=[O:4]. Procedure details: Prepared from glyoxylic acid (16.1 g, 0.18 mol), 2-butanone (45.6 g, 0.63 mol) and orthophosphoric acid (30 ml). 1H n.m.r. δ (CDCl3) 2.07, s, 3H, CH3; 2.40, s, CH3; 6.57, s, 1H, H2. 13C n.m.r. δ (CDCl3): 13.2, CH3; 26.2, CH3; 125.2, C2; 152.6, C3; 171.2, C1; 199.8, C4.